The task is: describe an organic reaction: reactants, conditions, products, and yield. This data is from the Open Reaction Database (ORD), a public repository of structured organic reaction records. Reactants: C1=CC=C(C2=C1SCCCO2)C(=O)O (7,8-dihydro-6H-5-oxa-9-thia-benzocycloheptene-4-carboxylic acid), C=1C=CC2=C(C1)N=NN2O (HOBT), CCN=C=NCCCN(C)C.Cl (EDC hydrochloride), N (ammonia). Run in C(C)(=O)OCC (ethyl acetate), CN(C)C=O (DMF). Reaction conditions: time 48 hour. The product is C1=CC=C(C2=C1SCCCO2)C(=O)N (7,8-Dihydro-6H-5-oxa-9-thia-benzocycloheptene-4-carboxylic acid amide). Yield: 64.0%. RXN SMILES: [CH:1]1[C:6]2[S:7][CH2:8][CH2:9][CH2:10][O:11][C:5]=2[C:4]([C:12]([OH:14])=O)=[CH:3][CH:2]=1.C1C=CC2N(O)N=[N:21]C=2C=1.CCN=C=NCCCN(C)C.Cl.N>CN(C=O)C.C(OCC)(=O)C>[CH:1]1[C:6]2[S:7][CH2:8][CH2:9][CH2:10][O:11][C:5]=2[C:4]([C:12]([NH2:21])=[O:14])=[CH:3][CH:2]=1 |f:2.3|. Procedure details: To 7,8-dihydro-6H-5-oxa-9-thia-benzocycloheptene-4-carboxylic acid (16.5 g, 78.4 mmol) in 100 mL DMF was added in succession solid HOBT (21.3 g, 157.3 mmol), solid EDC hydrochloride (30.1 g, 157.0 mmol), and 25% aqueous ammonia (18 mL, 128.4 mmol). After stirring for 48 h, the reaction mixture was diluted with 200 mL ethyl acetate and washed with water, 1N HCl, saturated NaHCO3, saturated NH4Cl, and brine. Drying over Na2SO4 and concentration yielded the amide as a tan solid (10.5 g, 64%). The reactants are O (water), C(C1=CC=CC=C1)Br (benzyl bromide), C([O-])([O-])=O.[K+].[K+] (potassium carbonate), C(=O)C1=C(SC=C1)C(=O)O (3-Formyl-2-thiophenecarboxylic acid). Run in CN(C=O)C (N,N-dimethylformamide). Conditions: time 15 hour. Yields the product C(C1=CC=CC=C1)OC(=O)C=1SC=CC1C=O (3-formyl-2-thiophenecarboxylic acid benzyl ester). RXN SMILES: [CH:1]([C:3]1[CH:7]=[CH:6][S:5][C:4]=1[C:8]([OH:10])=[O:9])=[O:2].[CH2:11](Br)[C:12]1[CH:17]=[CH:16][CH:15]=[CH:14][CH:13]=1.C(=O)([O-])[O-].[K+].[K+].O>CN(C)C=O>[CH2:11]([O:9][C:8]([C:4]1[S:5][CH:6]=[CH:7][C:3]=1[CH:1]=[O:2])=[O:10])[C:12]1[CH:17]=[CH:16][CH:15]=[CH:14][CH:13]=1 |f:2.3.4|. Reported procedure: 3-Formyl-2-thiophenecarboxylic acid (4.68 g) was dissolved in N,N-dimethylformamide (30 ml), and benzyl bromide (3.9 ml) and potassium carbonate (4.15 g) were added. The mixture was stirred at room temperature for 15 hours, poured into water, and then extracted with diethyl ether. The extract was washed with 5% potassium hydrogen sulfate, dried over anhydrous magnesium sulfate and concentrated under reduced pressure. The residue was subjected to silica gel column chromatography, and the desired ... Reactants: C(#N)N1CCC(CC1)(C1=C(C=CC=C1)SC1=CC=C(C=C1)F)C#N (1,4-dicyano-4-[2-(4-fluorophenylthio)phenyl]piperidine), Cl (hydrochloric acid). The solvent is O (water), C(C)(=O)O (acetic acid). Product: C(#N)C1(CCNCC1)C1=C(C=CC=C1)SC1=CC=C(C=C1)F (4-cyano-4-[2-(4-fluorophenylthio)phenyl]piperidine). As a reaction SMILES: C([N:3]1[CH2:8][CH2:7][C:6]([C:23]#[N:24])([C:9]2[CH:14]=[CH:13][CH:12]=[CH:11][C:10]=2[S:15][C:16]2[CH:21]=[CH:20][C:19]([F:22])=[CH:18][CH:17]=2)[CH2:5][CH2:4]1)#N.Cl>C(O)(=O)C.O>[C:23]([C:6]1([C:9]2[CH:14]=[CH:13][CH:12]=[CH:11][C:10]=2[S:15][C:16]2[CH:17]=[CH:18][C:19]([F:22])=[CH:20][CH:21]=2)[CH2:7][CH2:8][NH:3][CH2:4][CH2:5]1)#[N:24]. Reported procedure: A solution of 2.0 g of 1,4-dicyano-4-[2-(4-fluorophenylthio)phenyl]piperidine, Example 29, in 12 ml of glacial acetic acid and 21 ml of 3 N hydrochloric acid is stirred at 110°-120° C. for 18 hours. Thereafter, the solution is diluted with 50 ml of water and the diluted solution is rotary evaporated twice to near dryness. The residual material is diluted in 100 ml of water and 2 ml of 58% ammonium hydroxide, giving a milky solution at pH 9. This aqueous suspension is extracted thrice with 150 ml...